This data is from the Open Reaction Database (ORD), a public repository of structured organic reaction records. The task is: describe an organic reaction: reactants, conditions, products, and yield The reactants are CC(CNCC(C)O)O (diisopropanol amine), amide acetal, C(CCCCCCCCCCC)(=O)O (lauric acid), C(CCCCCCCCCCC)(=O)O (lauric acid), CC(CNCC(C)O)O (DIPA). Run in O (water). Reaction conditions: temperature 180 celsius, time 80 minute. Product: CC1CN2C(OC(C2)C)(O1)CCCCCCCCCCC (2,6-dimethyl-7a-undecyl-tetrahydro-2H-oxazolo[2,3-b]oxazole). As a reaction SMILES: [CH3:1][CH:2]([OH:9])[CH2:3][NH:4][CH2:5][CH:6]([OH:8])[CH3:7].[C:10](O)(=O)[CH2:11][CH2:12][CH2:13][CH2:14][CH2:15][CH2:16][CH2:17][CH2:18][CH2:19][CH2:20][CH3:21]>O>[CH3:1][CH:2]1[O:9][C:21]2([CH2:20][CH2:19][CH2:18][CH2:17][CH2:16][CH2:15][CH2:14][CH2:13][CH2:12][CH2:11][CH3:10])[O:8][CH:6]([CH3:7])[CH2:5][N:4]2[CH2:3]1. Procedure details: To a 1 liter stirred reactor, equipped with a distillation column, condenser, and graduated receiver, the following constituents were added: 164.9 g of diisopropanol amine (DIPA, ChemCentral, Milwaukee, New Berlin, Wis.) and 201.5 g (98%) of lauric acid (Aldrich Chemical Co., Milwaukee, Wis.). The contents were heated to 180° C. under a nitrogen blanket. After 80 minutes, 17 ml of water had come overhead (1 equivalent). The batch temperature was held at 180° C. while the pressure was dropped to ... Starting materials: O=C([O-])[O-], C#CCBr, C1COCCN1, CO, [K+], [K+]. The product is C#CCN1CCOCC1. RXN SMILES: [C:7](=[O:8])([O-:9])[O-:10].[CH2:13]([C:14]#[CH:15])[Br:16].[CH2:1]1[CH2:2][O:3][CH2:4][CH2:5][NH:6]1.[CH3:17][OH:18].[K+:11].[K+:12]>>[CH2:1]1[CH2:2][O:3][CH2:4][CH2:5][N:6]1[CH2:15][C:14]#[CH:13].